From a dataset of the Open Reaction Database (ORD), a public repository of structured organic reaction records. describe an organic reaction: reactants, conditions, products, and yield The reactants are OC1=NC(=NC(=C1)CCC)S (4-hydroxy-6-n-propylpyrimidine-2-thiol), C(C1=CC=CC=C1)Br (benzyl bromide), [OH-].[Na+] (sodium hydroxide). Run in O1CCOCC1 (dioxane). Conditions: temperature 80 celsius. The product is C(C1=CC=CC=C1)SC1=NC(=CC(=N1)O)CCC (2-benzylthio-4-hydroxy-6-n-propylpyrimidine). Reaction SMILES: [OH:1][C:2]1[CH:7]=[C:6]([CH2:8][CH2:9][CH3:10])[N:5]=[C:4]([SH:11])[N:3]=1.[CH2:12](Br)[C:13]1[CH:18]=[CH:17][CH:16]=[CH:15][CH:14]=1.[OH-].[Na+]>O1CCOCC1>[CH2:12]([S:11][C:4]1[N:3]=[C:2]([OH:1])[CH:7]=[C:6]([CH2:8][CH2:9][CH3:10])[N:5]=1)[C:13]1[CH:18]=[CH:17][CH:16]=[CH:15][CH:14]=1 |f:2.3|. Procedure details: A mixture of 51.1 g (0.3 mole) of 4-hydroxy-6-n-propylpyrimidine-2-thiol, 51.3 g (0.3 mole) of benzyl bromide, 100 ml of dioxane and 500 ml of 1N aqueous sodium hydroxide solution was heated at 80° C. for four hours. After cooling, the solid was collected by filtration to provide white crystals of 2-benzylthio-4-hydroxy-6-n-propylpyrimidine, m.p. 122°-126° C. Starting materials: BrC=1C=C(C=CC1)CCC(=O)O (3-(3-bromo-phenyl)-propionic acid), CO (methanol). Yields the product COC(CCC1=CC(=CC=C1)Br)=O (3-(3-Bromo-phenyl)-propionic acid methyl ester). RXN SMILES: [Br:1][C:2]1[CH:3]=[C:4]([CH2:8][CH2:9][C:10]([OH:12])=[O:11])[CH:5]=[CH:6][CH:7]=1.[CH3:13]O>>[CH3:13][O:11][C:10](=[O:12])[CH2:9][CH2:8][C:4]1[CH:5]=[CH:6][CH:7]=[C:2]([Br:1])[CH:3]=1. Procedure details: Prepared according to the procedure described in Example 34, Step 1, using 3-(3-bromo-phenyl)-propionic acid and methanol. Starting materials: BrC(Br)(Br)Br, COCOc1ccc(OCc2ccccc2)c(CO)c1, CN(C)C=O, O, c1ccc(P(c2ccccc2)c2ccccc2)cc1. The product is COCOc1ccc(OCc2ccccc2)c(CBr)c1. As a reaction SMILES: [C:40]([Br:41])([Br:42])([Br:43])[Br:44].[CH2:1]([c:2]1[cH:3][cH:4][cH:5][cH:6][cH:7]1)[O:8][c:9]1[c:10]([CH2:19][OH:20])[cH:11][c:12]([O:15][CH2:16][O:17][CH3:18])[cH:13][cH:14]1.[CH3:45][N:46]([CH3:47])[CH:48]=[O:49].[OH2:50].[c:21]1([P:22]([c:23]2[cH:24][cH:25][cH:26][cH:27][cH:28]2)[c:29]2[cH:30][cH:31][cH:32][cH:33][cH:34]2)[cH:35][cH:36][cH:37][cH:38][cH:39]1>>[CH2:1]([c:2]1[cH:3][cH:4][cH:5][cH:6][cH:7]1)[O:8][c:9]1[c:10]([CH2:19][Br:41])[cH:11][c:12]([O:15][CH2:16][O:17][CH3:18])[cH:13][cH:14]1. Starting materials: ClCCl, O=C(O)C(F)(F)F, CC(C)(C)OC(=O)NC1CCCCC1Nc1ccccc1. The product is NC1CCCCC1Nc1ccccc1. RXN SMILES: [Cl:29][CH2:30][Cl:31].[OH:22][C:23]([C:24]([F:25])([F:26])[F:27])=[O:28].[c:1]1([NH:7][CH:8]2[CH:9]([NH:14][C:15]([O:16][C:17]([CH3:18])([CH3:19])[CH3:20])=[O:21])[CH2:10][CH2:11][CH2:12][CH2:13]2)[cH:2][cH:3][cH:4][cH:5][cH:6]1>>[c:1]1([NH:7][CH:8]2[CH:9]([NH2:14])[CH2:10][CH2:11][CH2:12][CH2:13]2)[cH:2][cH:3][cH:4][cH:5][cH:6]1.